From a dataset of the Open Reaction Database (ORD), a public repository of structured organic reaction records. describe an organic reaction: reactants, conditions, products, and yield Reactants: C1([C@H](O)[C@@H]2[C@@H]([C@H](O)C(=O)O2)O1)=O (D-glucaro-1,4:6,3-dilactone). The solvent is O (water). Conditions: time 5 hour. Product: O=C[C@H](O)[C@@H](O)[C@H](O)[C@H](O)CO (glucose). As a reaction SMILES: [C:1]1(=[O:12])[O:11][C@@H:5]2[C@@H:6]([C:8]([O:10][C@@H:4]2[C@H:2]1[OH:3])=[O:9])[OH:7]>O>[O:9]=[CH:8][C@@H:6]([C@H:5]([C@@H:4]([C@@H:2]([CH2:1][OH:12])[OH:3])[OH:10])[OH:11])[OH:7]. Reported procedure: Isolation of crystalline D-glucaro-1,4:6,3-dilactone--The syrup was transferred with a few mL of water to a large 1 L round-bottom flask and then concentrated under reduced pressure to a tacky solid. The flask was placed in a vacuum desiccator set at <0.1 torr and 50° C. for 5 hours. As a result of this treatment, the solid swelled into a white foam filling the flask. The flask was removed from the desiccator and the foam was broken up within the flask and stirred to a powder using a spatula. Th...